Dataset: the Open Reaction Database (ORD), a public repository of structured organic reaction records. Task: describe an organic reaction: reactants, conditions, products, and yield The solvent is CO (methanol), CO (MeOH). Product: C(CCC)OC1=CC=C(C(=O)NO)C=C1 (4-butoxybenzohydroxamic acid). Procedure details: Compound HA-3 (4-Butoxybenzohydroxamic Acid) was synthesised from methyl 4-butoxybenzoate. Hydroxylamine hydrochloride (6.95 g, 100 mmol) was dissolved in AR Grade methanol (20 mL) under Argon, then added to NaOMe (25% w/w in MeOH) 52.9 mL, 231 mmol) under Ar with ice cooling. A solution of methyl 4-butoxybenzoate (10.0 g, 48.0 mmol) in MeOH (50 mL) was then added, and the reaction stirred at room temperature under Ar. After 3 weeks, the reaction mixture was acidified to pH 6 with conc. HCl (cau... Reactants: Cl.NO (Hydroxylamine hydrochloride), C(CCC)OC1=CC=C(C(=O)OC)C=C1 (methyl 4-butoxybenzoate), C(CCC)OC1=CC=C(C(=O)OC)C=C1 (methyl 4-butoxybenzoate), Cl (HCl), C[O-].[Na+] (NaOMe). As a reaction SMILES: [CH2:1]([O:5][C:6]1[CH:15]=[CH:14][C:9]([C:10](OC)=[O:11])=[CH:8][CH:7]=1)[CH2:2][CH2:3][CH3:4].Cl.[NH2:17][OH:18].C[O-].[Na+].Cl>CO>[CH2:1]([O:5][C:6]1[CH:15]=[CH:14][C:9]([C:10]([NH:17][OH:18])=[O:11])=[CH:8][CH:7]=1)[CH2:2][CH2:3][CH3:4] |f:1.2,3.4|. Starting materials: ClC1=C(COC=2C=C3C=CN(C3=CC2)CCCC#N)C(=CC=C1)Cl (4-[5-(2,6-dichlorobenzyloxy)indole-1-yl]butyronitrile), N(=[N+]=[N-])[Si](C)(C)C (azidotrimethylsilane), C(CCC)[Sn](CCCC)=O (dibutyltin oxide). The solvent is C1(=CC=CC=C1)C (toluene). Product: ClC1=C(COC=2C=C3C=CN(C3=CC2)CCCC2=NN=NN2)C(=CC=C1)Cl (5-(2,6-Dichlorobenzyloxy)-1-[3-(1H-tetrazol-5-yl)propyl]-1H-indole). Isolated yield 59.5%. Reaction SMILES: [Cl:1][C:2]1[CH:23]=[CH:22][CH:21]=[C:20]([Cl:24])[C:3]=1[CH2:4][O:5][C:6]1[CH:7]=[C:8]2[C:12](=[CH:13][CH:14]=1)[N:11]([CH2:15][CH2:16][CH2:17][C:18]#[N:19])[CH:10]=[CH:9]2.[N:25]([Si](C)(C)C)=[N+:26]=[N-:27].C([Sn](=O)CCCC)CCC>C1(C)C=CC=CC=1>[Cl:1][C:2]1[CH:23]=[CH:22][CH:21]=[C:20]([Cl:24])[C:3]=1[CH2:4][O:5][C:6]1[CH:7]=[C:8]2[C:12](=[CH:13][CH:14]=1)[N:11]([CH2:15][CH2:16][CH2:17][C:18]1[NH:27][N:26]=[N:25][N:19]=1)[CH:10]=[CH:9]2. Procedure details: To a solution of 4-[5-(2,6-dichlorobenzyloxy)indole-1-yl]butyronitrile (0.1 g, 0.28 mmol) in toluene (3 mL) was added azidotrimethylsilane (0.11 mL, 0.83 mmol) and dibutyltin oxide (0.021 g, 0.083 mmol). The reaction was refluxed for 16 h. The solvent was removed under reduced pressure and the crude product was purified by flash column chromatography (silica gel, dichloromethane/methanol) to yield a white foaming solid (0.067 g, 59%). MS(ES) m/e 402.0 [M+H]+. The reactants are COC(=O)c1cc(S(C)(=O)=O)c(Oc2c(Br)cc(S(F)(F)(F)(F)F)cc2Br)c(Br)c1C, CO, [Na+], [OH-], O. Yields the product Cc1c(C(=O)O)cc(S(C)(=O)=O)c(Oc2c(Br)cc(S(F)(F)(F)(F)F)cc2Br)c1Br. RXN SMILES: [Br:1][c:2]1[c:3]([CH3:31])[c:4]([C:5](=[O:6])[O:7][CH3:8])[cH:9][c:10]([S:27](=[O:28])(=[O:29])[CH3:30])[c:11]1[O:12][c:13]1[c:14]([Br:26])[cH:15][c:16]([S:20]([F:21])([F:22])([F:23])([F:24])[F:25])[cH:17][c:18]1[Br:19].[CH3:35][OH:36].[Na+:34].[OH-:33].[OH2:32]>>[Br:1][c:2]1[c:3]([CH3:31])[c:4]([C:5](=[O:6])[OH:7])[cH:9][c:10]([S:27](=[O:28])(=[O:29])[CH3:30])[c:11]1[O:12][c:13]1[c:14]([Br:26])[cH:15][c:16]([S:20]([F:21])([F:22])([F:23])([F:24])[F:25])[cH:17][c:18]1[Br:19].